This data is from the Open Reaction Database (ORD), a public repository of structured organic reaction records. The task is: describe an organic reaction: reactants, conditions, products, and yield Starting materials: NC(=S)NC=1C=C(SC1C)C(=S)OC (methyl 4-[(aminothioxomethyl)amino]-5-methylthiothiophene-2-carboxylate), BrCC(=O)C(F)(F)F (bromotrifluoroacetone). Yields the product OC1(N=C(SC1)NC=1C=C(SC1C)C(=S)OC)C(F)(F)F (methyl 4-{[4-hydroxy-4-(trifluoromethyl)(1,3-thiazolin-2-yl)]amino}-5-methylthiothiophene-2-carboxylate). Yield: 53.8%. As a reaction SMILES: [NH2:1][C:2]([NH:4][C:5]1[CH:6]=[C:7]([C:11]([O:13][CH3:14])=[S:12])[S:8][C:9]=1[CH3:10])=[S:3].Br[CH2:16][C:17]([C:19]([F:22])([F:21])[F:20])=[O:18]>>[OH:18][C:17]1([C:19]([F:22])([F:21])[F:20])[CH2:16][S:3][C:2]([NH:4][C:5]2[CH:6]=[C:7]([C:11]([O:13][CH3:14])=[S:12])[S:8][C:9]=2[CH3:10])=[N:1]1. Procedure details: Using a procedure similar to Example 204, step (a), 56 mg (0.21 mmol) of methyl 4-[(aminothioxomethyl)amino]-5-methylthiothiophene-2-carboxylate was allowed to react with 40 mg (0.21 mmol) of bromotrifluoroacetone (Aldrich Chemical Co., Milwaukee, Wis.) to afford 40.3 mg (54%) of methyl 4-{[4-hydroxy-4-(trifluoromethyl)(1,3-thiazolin-2-yl)]amino}-5-methylthiothiophene-2-carboxylate. Mass spectrum (ESI, m/z): Calcd. for C11H11F3N2O3S3, 373.00 (M+H), found 373.0. Reactants: C12C(C3CC(CC(C1)C3)C2)NC(=O)C=2C=NN(C2Cl)C(C)(C)C (1-tert-butyl-5-chloro-1H-pyrazole-4-carboxylic acid adamantan-2-ylamide), N1CCCCC1 (piperidine). Yields the product C12C(C3CC(CC(C1)C3)C2)NC(=O)C=2C=NN(C2N2CCCCC2)C(C)(C)C (tert-Butyl-5-piperidin-1-yl-1H-pyrazole-4-carboxylic acid adamantan-2-ylamide). Reaction SMILES: [CH:1]12[CH2:10][CH:5]3[CH2:6][CH:7]([CH2:9][CH:3]([CH2:4]3)[CH:2]1[NH:11][C:12]([C:14]1[CH:15]=[N:16][N:17]([C:20]([CH3:23])([CH3:22])[CH3:21])[C:18]=1Cl)=[O:13])[CH2:8]2.[NH:24]1[CH2:29][CH2:28][CH2:27][CH2:26][CH2:25]1>>[CH:1]12[CH2:10][CH:5]3[CH2:6][CH:7]([CH2:9][CH:3]([CH2:4]3)[CH:2]1[NH:11][C:12]([C:14]1[CH:15]=[N:16][N:17]([C:20]([CH3:23])([CH3:22])[CH3:21])[C:18]=1[N:24]1[CH2:29][CH2:28][CH2:27][CH2:26][CH2:25]1)=[O:13])[CH2:8]2. Reported procedure: Heating a mixture of 1-tert-butyl-5-chloro-1H-pyrazole-4-carboxylic acid adamantan-2-ylamide (Example 36, 101 mg; 0.30 mmol) and piperidine (0.30 mL; 3.0 mmol) under microwave irradiation according to the procedure described in Example 37, Step 5 provided after purification by reverse phase HPLC, 1-tert-butyl-5-piperidin-1-yl-1H-pyrazole-4-carboxylic acid adamantan-2-ylamide (19 mg, 16%) as an off-white powder. ES-HRMS m/e calcd for C23H37N4O (M+H+) 385.2962, found 385.2958.